This data is from the Open Reaction Database (ORD), a public repository of structured organic reaction records. The task is: describe an organic reaction: reactants, conditions, products, and yield Reactants: NCC[C@@H]1C[C@@H](OC(O1)(C)C)CC(=O)OC(C)(C)C ((4R-cis)-1,1-dimethylethyl 6-(2-aminoethyl)-2,2-dimethyl-1,3-dioxane-4-acetate), FC1=CC=C(C=C1)C(C(C(C(=O)NC1=CC=CC=C1)C(C(C)C)=O)C1=CC=CC=C1)=O ((±)-4-fluoro-α-[2-methyl-1-oxopropyl]-γ-oxo-N,β-diphenylbenzenebutaneamide), O1CCCC1 (tetrahydrofuran), [Cl-].[NH4+] (ammonium chloride). Solvent: CCCCCCC.C1(=CC=CC=C1)C (heptane toluene), O (water). Run at time 15 hour. Product: FC1=CC=C(C=C1)C1=C(C(=C(N1CC[C@H]1OC(C[C@@H](C1)O)=O)C(C)C)C(=O)NC1=CC=CC=C1)C1=CC=CC=C1 ((2R-trans)-5-(4-fluorophenyl)-2-(1-methylethyl)-N,4-diphenyl-1-[2-(tetrahydro-4-hydroxy-6-oxo-2H-pyran-2-yl)-ethyl]-1H-pyrrole-3-carboxamide). RXN SMILES: [NH2:1][CH2:2][CH2:3][C@H:4]1OC(C)(C)[O:7][C@@H:6]([CH2:12][C:13]([O:15]C(C)(C)C)=[O:14])[CH2:5]1.[F:20][C:21]1[CH:26]=[CH:25][C:24]([C:27](=O)[CH:28]([C:44]2[CH:49]=[CH:48][CH:47]=[CH:46][CH:45]=2)[CH:29]([C:39](=O)[CH:40]([CH3:42])[CH3:41])[C:30]([NH:32][C:33]2[CH:38]=[CH:37][CH:36]=[CH:35][CH:34]=2)=[O:31])=[CH:23][CH:22]=1.O1CCCC1.[Cl-].[NH4+]>CCCCCCC.C1(C)C=CC=CC=1.O>[F:20][C:21]1[CH:22]=[CH:23][C:24]([C:27]2[N:1]([CH2:2][CH2:3][C@@H:4]3[CH2:5][C@@H:6]([OH:7])[CH2:12][C:13](=[O:14])[O:15]3)[C:39]([CH:40]([CH3:42])[CH3:41])=[C:29]([C:30]([NH:32][C:33]3[CH:34]=[CH:35][CH:36]=[CH:37][CH:38]=3)=[O:31])[C:28]=2[C:44]2[CH:45]=[CH:46][CH:47]=[CH:48][CH:49]=2)=[CH:25][CH:26]=1 |f:3.4,5.6|. Procedure details: A solution of (4R-cis)-1,1-dimethylethyl 6-(2-aminoethyl)-2,2-dimethyl-1,3-dioxane-4-acetate, 2.56 g (9.36 mol), and (±)-4-fluoro-α-[2-methyl-1-oxopropyl]-γ-oxo-N,β-diphenylbenzenebutaneamide mixture of [R-(R*,R*)], [R-(R*,S*)], [S-(R*,R*)] and [S-(R*,S*)] isomers, 3.00 g (7.20 mol), in 60 mL of heptane:toluene (9:1) is heated at reflux for 24 hours. The solution is cooled and poured into 300 mL of tetrahydrofuran and 150 mL of saturated ammonium chloride in water. The layers are separated and t... Reactants: Cc1ccc[nH]c1=O, Fc1ccc2nc(-c3ccc(Cl)cc3)c(CCl)n2c1, Cl. Product: Cc1cccn(Cc2c(-c3ccc(Cl)cc3)nc3ccc(F)cn23)c1=O. Reaction SMILES: [CH3:21][c:22]1[c:23](=[O:28])[nH:24][cH:25][cH:26][cH:27]1.[Cl:2][CH2:3][c:4]1[c:5](-[c:14]2[cH:15][cH:16][c:17]([Cl:20])[cH:18][cH:19]2)[n:6][c:7]2[n:8]1[cH:9][c:10]([F:13])[cH:11][cH:12]2.[ClH:1]>>[CH2:3]([c:4]1[c:5](-[c:14]2[cH:15][cH:16][c:17]([Cl:20])[cH:18][cH:19]2)[n:6][c:7]2[n:8]1[cH:9][c:10]([F:13])[cH:11][cH:12]2)[n:24]1[c:23](=[O:28])[c:22]([CH3:21])[cH:27][cH:26][cH:25]1. The reactants are COc1ccc(CC2SC(=O)NC2=O)c2c1N(CC(=O)O)C(=O)CC2, Nc1cccc(C(F)(F)F)c1, CN(C)C=O, O, On1nnc2ccccc21. The product is COc1ccc(CC2SC(=O)NC2=O)c2c1N(CC(=O)Nc1cccc(C(F)(F)F)c1)C(=O)CC2. Reaction SMILES: [C:1](=[O:2])([OH:3])[CH2:4][N:5]1[C:6](=[O:25])[CH2:7][CH2:8][c:9]2[c:10]([CH2:17][CH:18]3[C:19](=[O:24])[NH:20][C:21](=[O:23])[S:22]3)[cH:11][cH:12][c:13]([O:15][CH3:16])[c:14]21.[F:26][C:27]([c:28]1[cH:29][c:30]([NH2:31])[cH:32][cH:33][cH:34]1)([F:35])[F:36].[O:48]=[CH:49][N:50]([CH3:51])[CH3:52].[OH2:47].[OH:37][n:38]1[c:39]2[cH:40][cH:41][cH:42][cH:43][c:44]2[n:45][n:46]1>>[C:1](=[O:2])([CH2:4][N:5]1[C:6](=[O:25])[CH2:7][CH2:8][c:9]2[c:10]([CH2:17][CH:18]3[C:19](=[O:24])[NH:20][C:21](=[O:23])[S:22]3)[cH:11][cH:12][c:13]([O:15][CH3:16])[c:14]21)[NH:31][c:30]1[cH:29][c:28]([C:27]([F:26])([F:35])[F:36])[cH:34][cH:33][cH:32]1.